This data is from the Open Reaction Database (ORD), a public repository of structured organic reaction records. The task is: describe an organic reaction: reactants, conditions, products, and yield Reactants: Cl (HCl), hydrochloride salt, NaH4, FC=1C(=C2NC=C(CCN)C2=CC1)F (6,7-difluoro tryptamine), N1=CC=C(C=C1)OC=1C=C(C=O)C=CC1 (3-pyridin-4-yloxybenzaldehyde), 4A. Run in C(Cl)Cl.O (CH2Cl2 water), CO (MeOH), CO (MeOH), CO (methanol). Run at time 1 hour. The product is FC1=CC=C2C(=CNC2=C1F)CCNCC1=CC(=CC=C1)OC1=CC=NC=C1 (N-(2-(6,7-Difluoro-1H-indol-3-yl)-ethyl)-3-(pyridin-4-yloxy)benzylamine). RXN SMILES: [F:1][C:2]1[C:3]([F:14])=[C:4]2[C:11](=[CH:12][CH:13]=1)[C:7]([CH2:8][CH2:9][NH2:10])=[CH:6][NH:5]2.[N:15]1[CH:20]=[CH:19][C:18]([O:21][C:22]2[CH:23]=[C:24]([CH:27]=[CH:28][CH:29]=2)[CH:25]=O)=[CH:17][CH:16]=1.Cl>CO.C(Cl)Cl.O>[F:1][C:2]1[C:3]([F:14])=[C:4]2[C:11]([C:7]([CH2:8][CH2:9][NH:10][CH2:25][C:24]3[CH:27]=[CH:28][CH:29]=[C:22]([O:21][C:18]4[CH:17]=[CH:16][N:15]=[CH:20][CH:19]=4)[CH:23]=3)=[CH:6][NH:5]2)=[CH:12][CH:13]=1 |f:4.5|. Procedure: Combine 6,7-difluoro tryptamine (0.285 g, 1.450 mmol), 3-pyridin-4-yloxybenzaldehyde (0.303 g, 1.52 mmol, 1.05 eq.) and molecular sieves 4A (0.30 g) and stir in methanol (12 mL). After 4 h. filter the molecular sieves and wash several times with MeOH. To this MeOH solution, add portionwise NaH4 (55.0 mg, 1.45 mmol), and stir at room temperature for 1 h. Remove MeOH in vacuo, dilute the residue with CH2Cl2/water, extract with CH2Cl2, combine organic layers, dry over Na2SO4 and concentrate in vacu... Starting materials: C1CCOC1, CCN(C(C)C)C(C)C, CC(C)N1CC2CC1CN2, COc1ccc(CN2Cc3c(-c4ccccc4Cl)cc(S(=O)(=O)Cl)cc3N(c3c(Cl)cccc3Cl)C2=O)cc1. The product is COc1ccc(CN2Cc3c(-c4ccccc4Cl)cc(S(=O)(=O)N4CC5CC4CN5C(C)C)cc3N(c3c(Cl)cccc3Cl)C2=O)cc1. As a reaction SMILES: [CH2:59]1[O:60][CH2:61][CH2:62][CH2:63]1.[CH:11]([N:12]([CH:13]([CH3:14])[CH3:15])[CH2:16][CH3:17])([CH3:18])[CH3:19].[CH:1]([CH3:2])([CH3:3])[N:4]1[CH:5]2[CH2:6][NH:7][CH:8]([CH2:9]1)[CH2:10]2.[Cl:20][c:21]1[c:22](-[c:27]2[c:28]3[c:33]([cH:34][c:35]([S:37](=[O:38])(=[O:39])[Cl:40])[cH:36]2)[N:32]([c:41]2[c:42]([Cl:48])[cH:43][cH:44][cH:45][c:46]2[Cl:47])[C:31](=[O:49])[N:30]([CH2:50][c:51]2[cH:52][cH:53][c:54]([O:57][CH3:58])[cH:55][cH:56]2)[CH2:29]3)[cH:23][cH:24][cH:25][cH:26]1>>[CH:1]([CH3:2])([CH3:3])[N:4]1[CH:5]2[CH2:6][N:7]([S:37]([c:35]3[cH:34][c:33]4[c:28]([c:27](-[c:22]5[c:21]([Cl:20])[cH:26][cH:25][cH:24][cH:23]5)[cH:36]3)[CH2:29][N:30]([CH2:50][c:51]3[cH:52][cH:53][c:54]([O:57][CH3:58])[cH:55][cH:56]3)[C:31](=[O:49])[N:32]4[c:41]3[c:42]([Cl:48])[cH:43][cH:44][cH:45][c:46]3[Cl:47])(=[O:38])=[O:39])[CH:8]([CH2:9]1)[CH2:10]2. The reactants are NC=1C=C(C=CC1Cl)NC(C1=C(N=C(C=C1)C(F)(F)F)C)=O (N-(3-amino-4-chlorophenyl)-2-methyl-6-(trifluoromethyl)nicotinamide), ClC=1C=C(C(=O)O)C=CC1F (3-chloro-4-fluorobenzoic acid). The product is ClC1=C(C=C(C=C1)NC(C1=C(N=C(C=C1)C(F)(F)F)C)=O)NC(C1=CC(=C(C=C1)F)Cl)=O (N-(4-chloro-3-(3-chloro-4-fluorobenzamido)phenyl)-2-methyl-6-(trifluoromethyl)nicotinamide). Reaction SMILES: [NH2:1][C:2]1[CH:3]=[C:4]([NH:9][C:10](=[O:22])[C:11]2[CH:16]=[CH:15][C:14]([C:17]([F:20])([F:19])[F:18])=[N:13][C:12]=2[CH3:21])[CH:5]=[CH:6][C:7]=1[Cl:8].[Cl:23][C:24]1[CH:25]=[C:26]([CH:30]=[CH:31][C:32]=1[F:33])[C:27](O)=[O:28]>>[Cl:8][C:7]1[CH:6]=[CH:5][C:4]([NH:9][C:10](=[O:22])[C:11]2[CH:16]=[CH:15][C:14]([C:17]([F:20])([F:19])[F:18])=[N:13][C:12]=2[CH3:21])=[CH:3][C:2]=1[NH:1][C:27](=[O:28])[C:26]1[CH:30]=[CH:31][C:32]([F:33])=[C:24]([Cl:23])[CH:25]=1. Procedure details: N-(3-amino-4-chlorophenyl)-2-methyl-6-(trifluoromethyl)nicotinamide (0.15 mmol) was used in general procedure 2 with 3-chloro-4-fluorobenzoic acid (0.167 mmol). The product was purified by RP-HPLC to give N-(4-chloro-3-(3-chloro-4-fluorobenzamido)phenyl)-2-methyl-6-(trifluoromethyl)nicotinamide. MS (Q1) 486.1 (M)+ The reactants are FC(C1=NC=CC(=C1)N1CCC(CC1)NC(OC(C)(C)C)=O)(F)F (tert-butyl 1-(2-(trifluoromethyl)pyridin-4-yl)piperidin-4-ylcarbamate), Cl (HCl). Run in ClCCl (dichloromethane). Run at time 18 hour. Yields the product FC(C1=NC=CC(=C1)N1CCC(CC1)N)(F)F (1-(2-(Trifluoromethyl)pyridin-4-yl)piperidin-4-amine). Isolated yield 90.1%. RXN SMILES: [F:1][C:2]([F:24])([F:23])[C:3]1[CH:8]=[C:7]([N:9]2[CH2:14][CH2:13][CH:12]([NH:15]C(=O)OC(C)(C)C)[CH2:11][CH2:10]2)[CH:6]=[CH:5][N:4]=1.Cl>ClCCl>[F:24][C:2]([F:1])([F:23])[C:3]1[CH:8]=[C:7]([N:9]2[CH2:10][CH2:11][CH:12]([NH2:15])[CH2:13][CH2:14]2)[CH:6]=[CH:5][N:4]=1. Procedure: To a solution tert-butyl 1-(2-(trifluoromethyl)pyridin-4-yl)piperidin-4-ylcarbamate (314 mg, 0.91 mmol) in dichloromethane (4.5 mL) was added HCl (2 M in diethylether, 2.27 mL, 4.55 mmol) and the reaction mixture was stirred at room temperature for 18 h. The mixture was then filtered and the white precipitate was washed with dichloromethane and diethylether and dried to afford the title compound (201 mg, 90%) as an off white solid. The reactants are ClC=1C=C(C=C(C1OC=1C=C2C(=CNC2=CC1)C(C)C)C)NC(CC(=O)O)=O (3-({3-chloro-4-[(3-isopropyl-1H-indol-5-yl)oxy]-5-methylphenyl}amino)-3-oxopropionic acid), C[O-].[Mg+2].C[O-] (magnesium methoxide). Yields the product ClC=1C=C(C=C(C1OC=1C=C2C(=CNC2=CC1)C(C)C)C)NC(CC(=O)[O-])=O.ClC=1C=C(C=C(C1OC=1C=C2C(=CNC2=CC1)C(C)C)C)NC(CC(=O)[O-])=O.[Mg+2] (Magnesium bis[3-({3-chloro-4-[(3-isopropyl-1H-indol-5-yl)oxy]-5-methylphenyl}-amino)-3-oxopropanoate]). As a reaction SMILES: [Cl:1][C:2]1[CH:3]=[C:4]([NH:22][C:23](=[O:28])[CH2:24][C:25]([OH:27])=[O:26])[CH:5]=[C:6]([CH3:21])[C:7]=1[O:8][C:9]1[CH:10]=[C:11]2[C:15](=[CH:16][CH:17]=1)[NH:14][CH:13]=[C:12]2[CH:18]([CH3:20])[CH3:19].C[O-].[Mg+2:31].C[O-]>>[Cl:1][C:2]1[CH:3]=[C:4]([NH:22][C:23](=[O:28])[CH2:24][C:25]([O-:27])=[O:26])[CH:5]=[C:6]([CH3:21])[C:7]=1[O:8][C:9]1[CH:10]=[C:11]2[C:15](=[CH:16][CH:17]=1)[NH:14][CH:13]=[C:12]2[CH:18]([CH3:19])[CH3:20].[Cl:1][C:2]1[CH:3]=[C:4]([NH:22][C:23](=[O:28])[CH2:24][C:25]([O-:27])=[O:26])[CH:5]=[C:6]([CH3:21])[C:7]=1[O:8][C:9]1[CH:10]=[C:11]2[C:15](=[CH:16][CH:17]=1)[NH:14][CH:13]=[C:12]2[CH:18]([CH3:19])[CH3:20].[Mg+2:31] |f:1.2.3,4.5.6|. Reported procedure: This compound is obtained in a manner analogous to Example 6a starting from 3-({3-chloro-4-[(3-isopropyl-1H-indol-5-yl)oxy]-5-methylphenyl}amino)-3-oxo-propionic acid (Example 6) and magnesium methoxide. The reactants are [I-].C[S+](=O)(C)C (trimethylsulfoxonium iodide), [OH-].[K+] (potassium hydroxide), COC1=CC=C(C=C1)\C=C/C(=O)OCC (ethyl (2Z)-3-(4-methoxyphenyl)-acrylate). Run in CS(=O)C (dimethylsulfoxide). Reaction conditions: temperature 0 celsius, time 10 minute. Yields the product COC1=CC=C(C=C1)C1C(C1)C(=O)OCC (Ethyl 2-(4-methoxyphenyl)cyclopropanecarboxylate). The yield is 43.2%. RXN SMILES: [I-].[CH3:2][S+](C)(C)=O.[OH-].[K+].[CH3:9][O:10][C:11]1[CH:16]=[CH:15][C:14](/[CH:17]=[CH:18]\[C:19]([O:21][CH2:22][CH3:23])=[O:20])=[CH:13][CH:12]=1>CS(C)=O>[CH3:9][O:10][C:11]1[CH:12]=[CH:13][C:14]([CH:17]2[CH2:2][CH:18]2[C:19]([O:21][CH2:22][CH3:23])=[O:20])=[CH:15][CH:16]=1 |f:0.1,2.3|. Procedure details: To a 50 mL RB flask fitted with magnetic stirrer was charged with 14 mL of dimethylsulfoxide. To the stirred solvent was added trimethylsulfoxonium iodide (1.53 g, 6.93 mmol). The reaction mixture was cooled to 0° C. and powdered potassium hydroxide (0.42 g, 7.49 mmol) was added portion wise, stirred for 10 minutes at room temperature. Then ethyl (2Z)-3-(4-methoxyphenyl)-acrylate (1.3 g, 6.31 mmol) was added. The reaction mixture was stirred at room temperature for 3 h. The reaction mixture was ...